This data is from the Open Reaction Database (ORD), a public repository of structured organic reaction records. The task is: describe an organic reaction: reactants, conditions, products, and yield The reactants are CS(=O)(=O)C=1C=C(C=CC1)C (3-methanesulphonyltoluene), BrN1C(CCC1=O)=O (N-bromosuccinimide), 2,2′-azoisobutyronitrile. Run in ClC(Cl)(Cl)Cl (tetrachloromethane). Product: CS(=O)(=O)C1=CC(=CC=C1)CBr (3-bromomethylphenyl methyl sulphone). As a reaction SMILES: [CH3:1][S:2]([C:5]1[CH:6]=[C:7]([CH3:11])[CH:8]=[CH:9][CH:10]=1)(=[O:4])=[O:3].[Br:12]N1C(=O)CCC1=O>ClC(Cl)(Cl)Cl>[CH3:1][S:2]([C:5]1[CH:10]=[CH:9][CH:8]=[C:7]([CH2:11][Br:12])[CH:6]=1)(=[O:3])=[O:4]. Procedure details: A solution of 1.0 g of 3-methanesulphonyltoluene in 5.9 ml of tetrachloromethane was admixed with 1.05 g of N-bromosuccinimide 11.8 mg of 2,2′-azoisobutyronitrile at 25° C. and subsequently refluxed for 5 hours. After decanting the orange precipitate was washed with tetrachloromethane and the combined organic phases were concentrated under reduced pressure. The 3-bromomethylphenyl methyl sulphone thus obtained was used in the next stage without further clarification. 100 mg of (E/Z)-N′-(4-bromo-... Starting materials: ClC=1C=C(C=2N(N1)C(=CN2)C(=O)NC2=C(C=NC=C2)F)NC2=NOC=C2 (6-chloro-N-(3-fluoropyridin-4-yl)-8-(isoxazol-3-ylamino)imidazo[1,2-b]pyridazine-3-carboxamide), N[C@@H]1CC[C@H](CC1)O ((trans)-4-aminocyclohexanol). Solvent: CN1CCCC1=O (NMP). Reaction conditions: temperature 110 celsius. Yields the product FC=1C=NC=CC1NC(=O)C1=CN=C2N1N=C(C=C2NC2=NOC=C2)N[C@@H]2CC[C@H](CC2)O (N-(3-fluoro-4-pyridinyl)-6-((trans-4-hydroxycyclohexyl)amino)-8-(3-isoxazolylamino)imidazo[1,2-b]pyridazine-3-carboxamide). Isolated yield 61.4%. Reaction SMILES: Cl[C:2]1[CH:3]=[C:4]([NH:21][C:22]2[CH:26]=[CH:25][O:24][N:23]=2)[C:5]2[N:6]([C:8]([C:11]([NH:13][C:14]3[CH:19]=[CH:18][N:17]=[CH:16][C:15]=3[F:20])=[O:12])=[CH:9][N:10]=2)[N:7]=1.[NH2:27][C@H:28]1[CH2:33][CH2:32][C@H:31]([OH:34])[CH2:30][CH2:29]1>CN1C(=O)CCC1>[F:20][C:15]1[CH:16]=[N:17][CH:18]=[CH:19][C:14]=1[NH:13][C:11]([C:8]1[N:6]2[N:7]=[C:2]([NH:27][C@H:28]3[CH2:33][CH2:32][C@H:31]([OH:34])[CH2:30][CH2:29]3)[CH:3]=[C:4]([NH:21][C:22]3[CH:26]=[CH:25][O:24][N:23]=3)[C:5]2=[N:10][CH:9]=1)=[O:12]. Procedure: A mixture of 6-chloro-N-(3-fluoropyridin-4-yl)-8-(isoxazol-3-ylamino)imidazo[1,2-b]pyridazine-3-carboxamide (20 mg, 0.054 mmol) and (trans)-4-aminocyclohexanol (61.6 mg, 0.535 mmol) in NMP (0.4 mL) was heated at 110° C. overnight. The reaction mixture was cooled to room temperature, and purified by reversed-phase preparative HPLC. The desired fractions were concentrated and dried to give 15 mg the title compound as a beige solid. HPLC Rt=2.615 min (Chromolith SpeedROD 4.6×50 mm, 10-90% aqueous m... Starting materials: Cl.C(C)N=C=NCCCN(C)C (1-ethyl-3-(3-dimethylaminopropyl)-carbodiimide hydrochloride), NC=1C=CC=2C(=CC=C(C2)/C=C(/C(=O)O)\C)C1 ((E)3-(2-amino-benzo[d]phenyl)-2-methyl-2-propenoic acid), C1=CC(=CC=C1[N+](=O)[O-])O (p-nitrophenol). The reagents and catalysts are CN(C)C1=NC=CC=C1 (dimethylaminopyridine). Run in ClCCl (dichloromethane). The product is [N+](=O)([O-])C1=CC=C(C=C1)OC(C(=CC1=CC=C2C(=C1)C=CC(=C2)N)C)=O (3-(2-amino-benzo[d]phenyl)-2-methyl-2-propenoic acid p-nitrophenyl ester), crystal. The yield is 80.0%. RXN SMILES: [NH2:1][C:2]1[CH:3]=[CH:4][C:5]2[C:6]([CH:17]=1)=[CH:7][CH:8]=[C:9](/[CH:11]=[C:12](\[CH3:16])/[C:13]([OH:15])=[O:14])[CH:10]=2.[CH:18]1[C:23]([N+:24]([O-:26])=[O:25])=[CH:22][CH:21]=[C:20](O)[CH:19]=1.Cl.C(N=C=NCCCN(C)C)C>CN(C1C=CC=CN=1)C.ClCCl>[N+:24]([C:23]1[CH:18]=[CH:19][C:20]([O:14][C:13](=[O:15])[C:12]([CH3:16])=[CH:11][C:9]2[CH:10]=[C:5]3[CH:4]=[CH:3][C:2]([NH2:1])=[CH:17][C:6]3=[CH:7][CH:8]=2)=[CH:21][CH:22]=1)([O-:26])=[O:25] |f:2.3|. Procedure: Into 20 ml of dichloromethane, 0.57 g (2.5 mmol) of (E)3-(2-amino-benzo[d]phenyl)-2-methyl-2-propenoic acid and 0.52 g (3.8 mmol) of p-nitrophenol (manufactured by Wako Pure Chemical Industries, Ltd.) were dissolved; and 20 mg of dimethylaminopyridine (manufactured by Wako Pure Chemical Industries, Ltd.) were added thereto. Thereafter, while the mixture was stirred under cooling with ice, 0.71 g (3.8 mmol) of 1-ethyl-3-(3-dimethylaminopropyl)-carbodiimide hydrochloride (EDC-HCl) (manufactured by... Starting materials: CC(C)([O-])C.[K+] (potassium t-butoxide), solution, Cl (HCl), ClCC(=O)OCC (ethyl chloroacetate), C(=O)OCC (ethyl formate). Run in C(C)OCC (diethyl ether), C1CCOC1 (THF), C1CCOC1 (THF), C1CCOC1 (THF). Reaction conditions: temperature 0 celsius, time 1 hour. Yields the product ClC(C(=O)OCC)C=O (Ethyl 2-Chloro-2-formylacetate). RXN SMILES: C[C:2](C)([O-:4])C.[K+].[Cl:7][CH2:8][C:9]([O:11][CH2:12][CH3:13])=[O:10].C(OCC)=O.Cl>C1COCC1.C(OCC)C>[Cl:7][CH:8]([CH:2]=[O:4])[C:9]([O:11][CH2:12][CH3:13])=[O:10] |f:0.1|. Procedure: To a three neck 2 L round bottom flask charged with potassium t-butoxide (0.5 mol, 500 mL of a 1M solution in THF) and 500 mL of dry THF cooled to 0° C. was added dropwise from an addition funnel a solution of ethyl chloroacetate (0.5 mol, 53.5 mL) and ethyl formate (0.5 mol, 40.4 mL), in 200 mL of THF over 3 hours. After completion of addition, the reaction mixture was stirred for 1 hour and allowed to stand overnight. The resulting solid was diluted with diethyl ether and cooled in an ice bath... The reactants are OC(C(=O)O)(CC(C)(C)C1=C(C=CC=C1)OC)C(F)(F)F (2-hydroxy-4-(2-methoxyphenyl)-4-methyl-2-trifluoromethyl-valeric acid), S(=O)(Cl)Cl (thionyl chloride), NC=1C=C2COC(=O)C2=CC1 (5-aminophthalide), ice water. Run in CC(=O)N(C)C (dimethylacetamide), CC(=O)N(C)C (dimethylacetamide). Reaction conditions: temperature 0 celsius, time 30 minute. Yields the product OC(C(=O)NC=1C=C2COC(=O)C2=CC1)(CC(C)(C)C1=C(C=CC=C1)OC)C(F)(F)F (5-[2-Hydroxy-4-(2-methoxyphenyl)-4-methyl-2-trifluoromethyl-valeroylamino]-phthalide). RXN SMILES: [OH:1][C:2]([C:18]([F:21])([F:20])[F:19])([CH2:6][C:7]([C:10]1[CH:15]=[CH:14][CH:13]=[CH:12][C:11]=1[O:16][CH3:17])([CH3:9])[CH3:8])[C:3]([OH:5])=O.S(Cl)(Cl)=O.[NH2:26][C:27]1[CH:28]=[C:29]2[C:34](=[CH:35][CH:36]=1)[C:32](=[O:33])[O:31][CH2:30]2>CC(N(C)C)=O>[OH:1][C:2]([C:18]([F:21])([F:20])[F:19])([CH2:6][C:7]([C:10]1[CH:15]=[CH:14][CH:13]=[CH:12][C:11]=1[O:16][CH3:17])([CH3:9])[CH3:8])[C:3]([NH:26][C:27]1[CH:28]=[C:29]2[C:34](=[CH:35][CH:36]=1)[C:32](=[O:33])[O:31][CH2:30]2)=[O:5]. Procedure: 400 mg of 2-hydroxy-4-(2-methoxyphenyl)-4-methyl-2-trifluoromethyl-valeric acid is mixed in 5 ml of dimethylacetamide at 0° C. with 0.23 ml of thionyl chloride. After 30 minutes of stirring at 0° C., 390 mg of 5-aminophthalide in 2 ml of dimethylacetamide is added, and the mixture is stirred for another 4 hours at this temperature. Then, ice water is added, extracted with ethyl acetate, and after drying (Na2SO4), the crude product is chromatographed on silica gel. With hexane/ethyl acetate (50:5... The reactants are CC1(COC(=O)C1=O)C (ketopantolactone). The reagents and catalysts are catalyst. Solvent: C1(=CC=CC=C1)C (toluene). Yields the product CC1(COC(=O)[C@@H]1O)C ((R)-pantolactone). RXN SMILES: [CH3:1][C:2]1([CH3:9])[C:7](=[O:8])[C:5](=[O:6])[O:4][CH2:3]1>C1(C)C=CC=CC=1>[CH3:1][C:2]1([CH3:9])[C@@H:7]([OH:8])[C:5](=[O:6])[O:4][CH2:3]1. Reported procedure: The hydrogenation of 40.0 g of ketopantolactone, dissolved in 110 ml of toluene, with 100 ml of catalyst solution prepared according to Example 36 was carried out as described in Example 29. After a hydrogenation time of 2 hours the mixture was worked-up analogously to Example 2. pure (R)-pantolactone being obtained. [α]D20 =-47.9°. Optical purity 92.8%. Starting materials: ClCCl, O=[Cr](=O)([O-])Cl, c1cc[nH+]cc1, CC(O)Cc1ccco1. Yields the product CC(=O)Cc1ccco1. RXN SMILES: [Cl:21][CH2:22][Cl:23].[O:10]=[Cr:11]([Cl:12])([O-:13])=[O:14].[nH+:15]1[cH:16][cH:17][cH:18][cH:19][cH:20]1.[o:1]1[c:2]([CH2:6][CH:7]([CH3:8])[OH:9])[cH:3][cH:4][cH:5]1>>[o:1]1[c:2]([CH2:6][C:7]([CH3:8])=[O:9])[cH:3][cH:4][cH:5]1.